Dataset: the Open Reaction Database (ORD), a public repository of structured organic reaction records. Task: describe an organic reaction: reactants, conditions, products, and yield The reactants are FC(C=1C=C(CS(=O)(=O)[O-])C=CC1)(F)F.[Na+] (sodium 3-trifluoromethylbenzylsulfonate), P(=O)(Cl)(Cl)Cl (phosphorous oxychloride). Reaction conditions: time 5 hour. Product: FC(C=1C=C(CS(=O)(=O)Cl)C=CC1)(F)F (3-trifluoromethylbenzylsulfonyl chloride). Isolated yield 90.2%. As a reaction SMILES: [F:1][C:2]([F:15])([F:14])[C:3]1[CH:4]=[C:5]([CH:11]=[CH:12][CH:13]=1)[CH2:6][S:7]([O-])(=[O:9])=[O:8].[Na+].P(Cl)(Cl)([Cl:19])=O>>[F:1][C:2]([F:15])([F:14])[C:3]1[CH:4]=[C:5]([CH:11]=[CH:12][CH:13]=1)[CH2:6][S:7]([Cl:19])(=[O:9])=[O:8] |f:0.1|. Procedure details: 10 g of sodium 3-trifluoromethylbenzylsulfonate was slowly added to 17.7 ml (29.1 g) of phosphorous oxychloride. The resulting slurry was stirred at 100° to 105° C. for five hours. The reaction mixture was then cooled and filtered. The filter cake was washed with methylene chloride, the washings were combined with the filtrate and then evaporated to dryness affording 8.9 g of 3-trifluoromethylbenzylsulfonyl chloride. The reactants are CCO, FC(F)(F)c1ccccc1CBr, N#C[K], O. Yields the product N#CCc1ccccc1C(F)(F)F. Reaction SMILES: [CH3:16][CH2:17][OH:18].[F:1][C:2]([c:3]1[c:4]([CH2:5][Br:6])[cH:7][cH:8][cH:9][cH:10]1)([F:11])[F:12].[K:13][C:14]#[N:15].[OH2:19]>>[F:1][C:2]([c:3]1[c:4]([CH2:5][C:14]#[N:15])[cH:7][cH:8][cH:9][cH:10]1)([F:11])[F:12]. Starting materials: C(C)(C)(C)OC(=O)N1CCC(CC1)O (1-tert-butoxycarbonyl-4-hydroxypiperidine), SC=1SC=CC1 (2-mercaptothiophene). As a reaction SMILES: [C:1]([O:5][C:6]([N:8]1[CH2:13][CH2:12][CH:11](O)[CH2:10][CH2:9]1)=[O:7])([CH3:4])([CH3:3])[CH3:2].[SH:15][C:16]1[S:17][CH:18]=[CH:19][CH:20]=1>>[C:1]([O:5][C:6]([N:8]1[CH2:13][CH2:12][CH:11]([S:15][C:16]2[S:17][CH:18]=[CH:19][CH:20]=2)[CH2:10][CH2:9]1)=[O:7])([CH3:4])([CH3:3])[CH3:2]. Yields the product C(C)(C)(C)OC(=O)N1CCC(CC1)SC=1SC=CC1 (1-tert-Butoxycarbonyl-4-(2-thienylthio)piperidine). Reported procedure: By a similar manner to Reference Example 35, 1-tert-butoxycarbonyl-4-hydroxypiperidine (1.01 g, 5.0 mmol) was reacted with 2-mercaptothiophene (0.70 g, 6.0 mmol) to give the titled compound as pale yellow oily substance (987 mg, 66%). Starting materials: C(=O)(O)C12CCC(CC1)(CC2)NCC(=O)N2[C@@H](C[C@@H](C2)F)C#N ((2S,4S)-1-[[N-(4-carboxybicyclo[2.2.2]oct-1-yl)amino]acetyl]-4-fluoropyrrolidine-2-carbonitrile), C(CCCC)C1=CC=C(N)C=C1 (4-pentylaniline). Product: F[C@H]1C[C@H](N(C1)C(CNC12CCC(CC1)(CC2)C(=O)NC2=CC=C(C=C2)CCCCC)=O)C#N ((2S,4S)-4-fluoro-1-[[N-[4-[N-(4-pentylphenyl)amino]carbonylbicyclo[2.2.2]oct-1-yl]amino]acetyl]pyrrolidine-2-carbonitrile). The yield is 21.7%. RXN SMILES: [C:1]([C:4]12[CH2:11][CH2:10][C:7]([NH:12][CH2:13][C:14]([N:16]3[CH2:20][C@@H:19]([F:21])[CH2:18][C@H:17]3[C:22]#[N:23])=[O:15])([CH2:8][CH2:9]1)[CH2:6][CH2:5]2)(O)=[O:2].[CH2:24]([C:29]1[CH:35]=[CH:34][C:32]([NH2:33])=[CH:31][CH:30]=1)[CH2:25][CH2:26][CH2:27][CH3:28]>>[F:21][C@@H:19]1[CH2:20][N:16]([C:14](=[O:15])[CH2:13][NH:12][C:7]23[CH2:6][CH2:5][C:4]([C:1]([NH:33][C:32]4[CH:34]=[CH:35][C:29]([CH2:24][CH2:25][CH2:26][CH2:27][CH3:28])=[CH:30][CH:31]=4)=[O:2])([CH2:9][CH2:8]2)[CH2:11][CH2:10]3)[C@H:17]([C:22]#[N:23])[CH2:18]1. Reported procedure: In a similar manner to Example 63, (2S,4S)-1-[[N-(4-carboxybicyclo[2.2.2]oct-1-yl)amino]acetyl]-4-fluoropyrrolidine-2-carbonitrile (50.0 mg) and 4-pentylaniline (55.5 mg) were used to obtain (2S,4S)-4-fluoro-1-[[N-[4-[N-(4-pentylphenyl)amino]carbonylbicyclo[2.2.2]oct-1-yl]amino]acetyl]pyrrolidine-2-carbonitrile (15.7 mg). Starting materials: C(C)N1C2=CC=C(C=C2C=2C=C(C=CC12)C(C)=O)C(C1=CC=C(C=C1)F)=O (1-[9-Ethyl-6-(4-fluoro-benzoyl)-9H-carbazol-3-yl]-ethanone), N1CCOCC1 (morpholine), [O-]S(=O)(=O)[O-].[Mg+2] (MgSO4), O (H2O). Run in C(C)OC(C)=O.CCCCCC (ethylacetate hexane), CN(C(C)=O)C (N,N-Dimethylacetamide), C(Cl)Cl (CH2Cl2). Run at temperature 140 celsius, time 15 hour. Product: C(C)N1C2=CC=C(C=C2C=2C=C(C=CC12)C(C)=O)C(C1=CC=C(C=C1)N1CCOCC1)=O (1-[9-Ethyl-6-(4-morpholin-4-yl-benzoyl)-9H-carbazol-3-yl]-ethanone). Yield: 21.5%. Reaction SMILES: [CH2:1]([N:3]1[C:15]2[CH:14]=[CH:13][C:12]([C:16](=[O:18])[CH3:17])=[CH:11][C:10]=2[C:9]2[C:4]1=[CH:5][CH:6]=[C:7]([C:19](=[O:27])[C:20]1[CH:25]=[CH:24][C:23](F)=[CH:22][CH:21]=1)[CH:8]=2)[CH3:2].[NH:28]1[CH2:33][CH2:32][O:31][CH2:30][CH2:29]1.O.[O-]S([O-])(=O)=O.[Mg+2]>CN(C)C(=O)C.C(Cl)Cl.C(OC(=O)C)C.CCCCCC>[CH2:1]([N:3]1[C:15]2[CH:14]=[CH:13][C:12]([C:16](=[O:18])[CH3:17])=[CH:11][C:10]=2[C:9]2[C:4]1=[CH:5][CH:6]=[C:7]([C:19](=[O:27])[C:20]1[CH:25]=[CH:24][C:23]([N:28]3[CH2:33][CH2:32][O:31][CH2:30][CH2:29]3)=[CH:22][CH:21]=1)[CH:8]=2)[CH3:2] |f:3.4,7.8|. Procedure details: To 1-[9-Ethyl-6-(4-fluoro-benzoyl)-9H-carbazol-3-yl]-ethanone (1.30 g; 25.6 mmol) in N,N-Dimethylacetamide (DMA) (10 ml) is added morpholine (1.07 g; 12.3 mmol) at 100° C. This reaction mixture is stirred at 140° C. for 15 h. After the reaction is completed, the reaction mixture is poured into H2O, then, a beige solid was obtained by filtration. The solid is dissolved in CH2Cl2, followed by dying over anhydrous MgSO4. Condensation under reduced pressure affords a beige solid as crude product. (1...